This data is from the Open Reaction Database (ORD), a public repository of structured organic reaction records. The task is: describe an organic reaction: reactants, conditions, products, and yield Starting materials: NC=1C=CC(=C(C1)C=1C=C(C(N(C1)C)=O)N1CCOCC1)C (5-(5-amino-2-methylphenyl)-1-methyl-3-morpholinopyridin-2(1H)-one), BrC=1C=C(C(N(C1)CC)=O)C(F)(F)F (5-bromo-1-ethyl-3-(trifluoromethyl)pyridin-2(1H)-one), Mo(CO)6, C1CCC2=NCCCN2CC1 (DBU), C(Cl)Cl (CH2Cl2), C1CCOC1 (THF). The reagents and catalysts are C1=CC=C(C=C1)P([C-]2C=CC=C2)C3=CC=CC=C3.C1=CC=C(C=C1)P([C-]2C=CC=C2)C3=CC=CC=C3.Cl[Pd]Cl.[Fe+2] (PdCl2(dppf)). Conditions: temperature 150 celsius. Product: C(C)N1C=C(C=C(C1=O)C(F)(F)F)C(=O)NC1=CC(=C(C=C1)C)C1=CN(C(C(=C1)N1CCOCC1)=O)C (1-ethyl-N-(4-methyl-3-(1-methyl-5-morpholino-6-oxo-1,6-dihydropyridin-3-yl)phenyl)-6-oxo-5-(trifluoromethyl)-1,6-dihydropyridine-3-carboxamide). Isolated yield 15.0%. As a reaction SMILES: [NH2:1][C:2]1[CH:3]=[CH:4][C:5]([CH3:22])=[C:6]([C:8]2[CH:9]=[C:10]([N:16]3[CH2:21][CH2:20][O:19][CH2:18][CH2:17]3)[C:11](=[O:15])[N:12]([CH3:14])[CH:13]=2)[CH:7]=1.Br[C:24]1[CH:25]=[C:26]([C:33]([F:36])([F:35])[F:34])[C:27](=[O:32])[N:28]([CH2:30][CH3:31])[CH:29]=1.C(Cl)Cl.C1CCN2C(=NCCC2)CC1.C1C[O:54][CH2:53]C1>C1C=CC(P(C2C=CC=CC=2)[C-]2C=CC=C2)=CC=1.C1C=CC(P(C2C=CC=CC=2)[C-]2C=CC=C2)=CC=1.Cl[Pd]Cl.[Fe+2]>[CH2:30]([N:28]1[C:27](=[O:32])[C:26]([C:33]([F:36])([F:35])[F:34])=[CH:25][C:24]([C:53]([NH:1][C:2]2[CH:3]=[CH:4][C:5]([CH3:22])=[C:6]([C:8]3[CH:9]=[C:10]([N:16]4[CH2:17][CH2:18][O:19][CH2:20][CH2:21]4)[C:11](=[O:15])[N:12]([CH3:14])[CH:13]=3)[CH:7]=2)=[O:54])=[CH:29]1)[CH3:31] |f:5.6.7.8|. Procedure: In a microwave tube was added 5-(5-amino-2-methylphenyl)-1-methyl-3-morpholinopyridin-2(1H)-one (1.0 equiv.), 5-bromo-1-ethyl-3-(trifluoromethyl)pyridin-2(1H)-one (2.0 equiv.), PdCl2(dppf).CH2Cl2 adduct (0.1 equiv.), Mo(CO)6 (1.0 equiv.), and THF (0.3 M). The mixture was capped and stirred while DBU (3.0 equiv.) was added, fizzing occurred and the tube was subsequently heated in the microwave at 150° C. for 15 min at which time LCMS indicated full conversion to product (M+H=517). The reaction wa... The reactants are CC1=C(C=CC=C1[N+](=O)[O-])NCC1=CC=C(OC=2C=C(OCC(=O)OCC)C=CC2)C=C1 (ethyl [3-(4-{[(2-methyl-3-nitrophenyl)amino]methyl}phenoxy)phenoxy]acetate), ClC1=CC(=C(CBr)C=C1)F (4-chloro-2-fluorobenzyl bromide). Yields the product ClC1=CC(=C(CN(C2=C(C(=CC=C2)[N+](=O)[O-])C)CC2=CC=C(OC=3C=C(OCC(=O)OCC)C=CC3)C=C2)C=C1)F (ethyl [3-(4-{[(4-chloro-2-fluorobenzyl)(2-methyl-3-nitrophenyl)amino]methyl}phenoxy)phenoxy]acetate). RXN SMILES: [CH3:1][C:2]1[C:7]([N+:8]([O-:10])=[O:9])=[CH:6][CH:5]=[CH:4][C:3]=1[NH:11][CH2:12][C:13]1[CH:32]=[CH:31][C:16]([O:17][C:18]2[CH:19]=[C:20]([CH:28]=[CH:29][CH:30]=2)[O:21][CH2:22][C:23]([O:25][CH2:26][CH3:27])=[O:24])=[CH:15][CH:14]=1.[Cl:33][C:34]1[CH:41]=[CH:40][C:37]([CH2:38]Br)=[C:36]([F:42])[CH:35]=1>>[Cl:33][C:34]1[CH:41]=[CH:40][C:37]([CH2:38][N:11]([CH2:12][C:13]2[CH:32]=[CH:31][C:16]([O:17][C:18]3[CH:19]=[C:20]([CH:28]=[CH:29][CH:30]=3)[O:21][CH2:22][C:23]([O:25][CH2:26][CH3:27])=[O:24])=[CH:15][CH:14]=2)[C:3]2[CH:4]=[CH:5][CH:6]=[C:7]([N+:8]([O-:10])=[O:9])[C:2]=2[CH3:1])=[C:36]([F:42])[CH:35]=1. Procedure: The product from Example 83B and 4-chloro-2-fluorobenzyl bromide were processed as described in Example 6B to provide the title compound. The product is Cl, CC1CC(c2ncc3nccc-3[nH]2)CC(c2ccccc2F)N1, O. Starting materials: CO, Cl, CC1CC(c2ncc3nccc-3[nH]2)CC(c2ccccc2F)N1. As a reaction SMILES: [CH3:25][OH:26].[ClH:24].[F:1][c:2]1[c:3]([CH:8]2[CH2:9][CH:10]([c:15]3[n:16][cH:17][c:18]4[n:23][cH:22][cH:21][c:19]-4[nH:20]3)[CH2:11][CH:12]([CH3:14])[NH:13]2)[cH:4][cH:5][cH:6][cH:7]1>>[ClH:24].[F:1][c:2]1[c:3]([CH:8]2[CH2:9][CH:10]([c:15]3[n:16][cH:17][c:18]4[n:23][cH:22][cH:21][c:19]-4[nH:20]3)[CH2:11][CH:12]([CH3:14])[NH:13]2)[cH:4][cH:5][cH:6][cH:7]1.[OH2:26]. Starting materials: NC1=C(C=C(C=C1)C1(CCCC1)C(=O)OCC)OCC(F)(F)F (ethyl 1-(4-amino-3-(2,2,2-trifluoroethoxy)phenyl)cyclopentanecarboxylate), C1CC(=O)N(C1=O)Br (NBS). The solvent is O (water), C(Cl)(Cl)(Cl)Cl (CCl4). Reaction conditions: time 3 hour. The product is NC1=C(C=C(C=C1OCC(F)(F)F)C1(CCCC1)C(=O)OCC)Br (ethyl 1-(4-amino-3-bromo-5-(2,2,2-trifluoroethoxy)phenyl)cyclopentanecarboxylate). The yield is 70.1%. As a reaction SMILES: [NH2:1][C:2]1[CH:7]=[CH:6][C:5]([C:8]2([C:13]([O:15][CH2:16][CH3:17])=[O:14])[CH2:12][CH2:11][CH2:10][CH2:9]2)=[CH:4][C:3]=1[O:18][CH2:19][C:20]([F:23])([F:22])[F:21].C1C(=O)N([Br:31])C(=O)C1>C(Cl)(Cl)(Cl)Cl.O>[NH2:1][C:2]1[C:3]([O:18][CH2:19][C:20]([F:21])([F:22])[F:23])=[CH:4][C:5]([C:8]2([C:13]([O:15][CH2:16][CH3:17])=[O:14])[CH2:12][CH2:11][CH2:10][CH2:9]2)=[CH:6][C:7]=1[Br:31]. Procedure details: To a stirred solution of ethyl 1-(4-amino-3-(2,2,2-trifluoroethoxy)phenyl)cyclopentanecarboxylate (1.2 g, 4.0 mmol) in dry CCl4 (60 mL), NBS (0.427 g, 3.2 mmol) was added at 0° C. The reaction mixture was allowed to stir for 3 h at room temperature. The reaction mixture was diluted with water, extracted with DCM (2×50 mL), the combined organic solvents was dried over Na2SO4, filtered and concentrated under reduced pressure. The crude reaction mixture was purified by column chromatography to give... The reactants are OC1=C(C=2C=C3N(C2C=C1)CCC3CC(=O)OCC)C (ethyl 2-(7-hydroxy-8-methyl-2,3-dihydro-1H-pyrrolo[1,2-a]indol-1-yl)acetate), C([O-])([O-])=O.[Cs+].[Cs+] (cesium carbonate), ClCC=1C=CC(=C(C#N)C1)OC(C)C (5-(chloromethyl)-2-isopropoxybenzonitrile). The solvent is CN(C)C=O (DMF). Conditions: temperature 65 celsius. The product is C(#N)C=1C=C(COC2=C(C=3C=C4N(C3C=C2)CCC4CC(=O)OCC)C)C=CC1OC(C)C (Ethyl 2-(7-(3-Cyano-4-isopropoxybenzyloxy)-8-methyl-2,3-dihydro-1H-pyrrolo[1,2-a]indol-1-yl)acetate). Isolated yield 79.5%. As a reaction SMILES: [OH:1][C:2]1[CH:10]=[CH:9][C:8]2[N:7]3[CH2:11][CH2:12][CH:13]([CH2:14][C:15]([O:17][CH2:18][CH3:19])=[O:16])[C:6]3=[CH:5][C:4]=2[C:3]=1[CH3:20].C(=O)([O-])[O-].[Cs+].[Cs+].Cl[CH2:28][C:29]1[CH:30]=[CH:31][C:32]([O:37][CH:38]([CH3:40])[CH3:39])=[C:33]([CH:36]=1)[C:34]#[N:35]>CN(C=O)C>[C:34]([C:33]1[CH:36]=[C:29]([CH:30]=[CH:31][C:32]=1[O:37][CH:38]([CH3:40])[CH3:39])[CH2:28][O:1][C:2]1[CH:10]=[CH:9][C:8]2[N:7]3[CH2:11][CH2:12][CH:13]([CH2:14][C:15]([O:17][CH2:18][CH3:19])=[O:16])[C:6]3=[CH:5][C:4]=2[C:3]=1[CH3:20])#[N:35] |f:1.2.3|. Reported procedure: To a solution of ethyl 2-(7-hydroxy-8-methyl-2,3-dihydro-1H-pyrrolo[1,2-a]indol-1-yl)acetate (100 mg, 0.366 mmol) in DMF (3 mL) was added cesium carbonate (155 mg, 0.476 mmol), followed by 5-(chloromethyl)-2-isopropoxybenzonitrile (100 mg, 0.476 mmol). The reaction mixture was heated at 65° C. for 15 h and cooled down. The solid was filtered and washed with ethyl acetate. The combined solvent was evaporated, and the residue was purified by column chromatography to give the title compound (130 mg... The reactants are C(C)(C)OC1=CC=2N(C3=CC=CC(=C3SC2C=C1)S(=O)(=O)C)CCCCl (2-isopropoxy-6-methylsulphonyl-10-(3-chloropropyl)phenothiazine), OCCC1CCNCC1 (4-hydroxyethylpiperidine), C([O-])(O)=O.[Na+] (sodium bicarbonate). Run in CN(C=O)C (dimethylformamide). Run at temperature 150 celsius. Yields the product C(C)(C)OC1=CC=2N(C3=CC=CC(=C3SC2C=C1)S(=O)(=O)C)CCCN1CCC(CC1)CCO (2-Isopropoxy-6-methylsulphonyl-10-[3-(4-hydroxyethylpiperidino)propyl]phenothiazine). Isolated yield 36.7%. RXN SMILES: [CH:1]([O:4][C:5]1[CH:18]=[CH:17][C:16]2[S:15][C:14]3[C:9](=[CH:10][CH:11]=[CH:12][C:13]=3[S:19]([CH3:22])(=[O:21])=[O:20])[N:8]([CH2:23][CH2:24][CH2:25]Cl)[C:7]=2[CH:6]=1)([CH3:3])[CH3:2].[OH:27][CH2:28][CH2:29][CH:30]1[CH2:35][CH2:34][NH:33][CH2:32][CH2:31]1.C(=O)(O)[O-].[Na+]>CN(C)C=O>[CH:1]([O:4][C:5]1[CH:18]=[CH:17][C:16]2[S:15][C:14]3[C:9](=[CH:10][CH:11]=[CH:12][C:13]=3[S:19]([CH3:22])(=[O:21])=[O:20])[N:8]([CH2:23][CH2:24][CH2:25][N:33]3[CH2:34][CH2:35][CH:30]([CH2:29][CH2:28][OH:27])[CH2:31][CH2:32]3)[C:7]=2[CH:6]=1)([CH3:3])[CH3:2] |f:2.3|. Procedure: A mixture of 2-isopropoxy-6-methylsulphonyl-10-(3-chloropropyl)phenothiazine (20 g.), 4-hydroxyethylpiperidine (6.4 g.) and sodium bicarbonate (16.5 g.) in dimethylformamide (170 cc.) is heated at 150°C. for 7 hours 30 minutes with stirring. The reaction mixture is then treated under the conditions mentioned in Example 1. 2-Isopropoxy-6-methylsulphonyl-10-[3-(4-hydroxyethylpiperidino)propyl]phenothiazine (9.0 g.), melting at about 50°C., is thus obtained. Reactants: CC(C)(C)c1cccc(C(=O)Cl)c1, CCOC(C)=O, CCOCC, CO, Nc1ccccc1C(=O)NCCc1ncc[nH]1. Yields the product CC(C)(C)c1cccc(C(=O)Nc2ccccc2C(=O)NCCc2ncc[nH]2)c1. RXN SMILES: [C:18]([CH3:19])([CH3:20])([CH3:21])[c:22]1[cH:23][c:24]([C:25](=[O:26])[Cl:27])[cH:28][cH:29][cH:30]1.[C:36]([O:37][CH2:38][CH3:39])(=[O:40])[CH3:41].[CH3:31][CH2:32][O:33][CH2:34][CH3:35].[CH3:42][OH:43].[NH2:1][c:2]1[c:3]([C:4](=[O:5])[NH:6][CH2:7][CH2:8][c:9]2[nH:10][cH:11][cH:12][n:13]2)[cH:14][cH:15][cH:16][cH:17]1>>[NH:1]([c:2]1[c:3]([C:4](=[O:5])[NH:6][CH2:7][CH2:8][c:9]2[n:10][cH:11][cH:12][nH:13]2)[cH:14][cH:15][cH:16][cH:17]1)[C:25]([c:24]1[cH:23][c:22]([C:18]([CH3:19])([CH3:20])[CH3:21])[cH:30][cH:29][cH:28]1)=[O:26]. Starting materials: Br (HBr), C(C)(C)C1=C(C=CC=C1)CO ((2-Isopropyl-phenyl)-methanol). Run in C(Cl)Cl (CH2Cl2). Product: BrCC1=C(C=CC=C1)C(C)C (1-Bromomethyl-2-isopropyl-benzene). As a reaction SMILES: [BrH:1].[CH:2]([C:5]1[CH:10]=[CH:9][CH:8]=[CH:7][C:6]=1[CH2:11]O)([CH3:4])[CH3:3]>C(Cl)Cl>[Br:1][CH2:11][C:6]1[CH:7]=[CH:8][CH:9]=[CH:10][C:5]=1[CH:2]([CH3:4])[CH3:3]. Reported procedure: Add 1.7M tert-BuLi (26 ml, 44 mmol) dropwise, at −78° C. under inert atmosphere, to a solution of 1-Iodo-2-iso-propylbenzene (5 g, 20.3 mmol) in 70 ml of dry THF and stir. After 10 min, add Paraformaldehyde (2 g, 66.7 mmol) in a single portion. Stir the reaction at this temperature for 15 min and then at room temperature for 2 h. Add a saturated aqueous solution of NH4Cl and extract with CH2Cl2 three times. Dry the combined organic extracts over Na2SO4, filter and concentrate under reduced press...